From a dataset of the Open Reaction Database (ORD), a public repository of structured organic reaction records. describe an organic reaction: reactants, conditions, products, and yield Reactants: C(C)O (ethanol), C1C(C)O1 (propyleneoxide), Pluronic® F127 poly(ethyleneoxide) poly(propyleneoxide) poly(ethyleneoxide), C1CO1 (ethyleneoxide), C(C)O[Si](OCC)(OCC)OCC (Tetraethoxysilane). Solvent: O (water). Product: C1(=CC=CC=C1)O (phenol), C=O (formaldehyde). As a reaction SMILES: [CH2:1]1[O:3][CH2:2]1.[CH2:4]1O[CH:5]1[CH3:6].[CH2:8](O)C.[CH2:11]([O:13][Si](OCC)(OCC)OCC)C>O>[C:1]1([OH:3])[CH:2]=[CH:8][CH:4]=[CH:5][CH:6]=1.[CH2:11]=[O:13]. Procedure: The nanocomposites possessed a mesoscopically ordered silica framework that was interwoven with an organic resin component. In their syntheses, Pluronic® F127 poly(ethyleneoxide)-poly(propyleneoxide)-poly(ethyleneoxide) triblock copolymer species (EO106PO70EO106), with ethyleneoxide (EO, —OCH2CH2—) and propyleneoxide (PO, —OCH(CH3)CH2—) monomer units, were used as the structure-directing agent in an ethanol solution with water as a cosolvent. Tetraethoxysilane [TEOS, Si(OCH2CH3)4] were used as a... Reactants: CCCCc1noc(C)c1CCc1nc(C)c(C(=O)O)s1, CC(C)N, Cc1ccccc1, C[Al](C)C, C1COCCO1. The product is CCCCc1noc(C)c1CCc1nc(C)c(C(=O)NC(C)C)s1. Reaction SMILES: [CH2:9]([CH2:10][CH2:11][CH3:12])[c:13]1[n:14][o:15][c:16]([CH3:29])[c:17]1[CH2:18][CH2:19][c:20]1[s:21][c:22]([C:26](=[O:27])[OH:28])[c:23]([CH3:25])[n:24]1.[CH3:1][CH:2]([CH3:3])[NH2:4].[CH3:36][c:37]1[cH:38][cH:39][cH:40][cH:41][cH:42]1.[CH3:5][Al:6]([CH3:7])[CH3:8].[O:30]1[CH2:31][CH2:32][O:33][CH2:34][CH2:35]1>>[CH3:1][CH:2]([CH3:3])[NH:4][C:26]([c:22]1[s:21][c:20]([CH2:19][CH2:18][c:17]2[c:13]([CH2:9][CH2:10][CH2:11][CH3:12])[n:14][o:15][c:16]2[CH3:29])[n:24][c:23]1[CH3:25])=[O:27]. The reactants are COc1cc(Br)ccc1C(=O)N1CCN(c2ccc(C)cc2C)CC1, O=C1NCCO1. The product is COc1cc(N2CCOC2=O)ccc1C(=O)N1CCN(c2ccc(C)cc2C)CC1. Reaction SMILES: [Br:1][c:2]1[cH:3][c:4]([O:24][CH3:25])[c:5]([C:8](=[O:9])[N:10]2[CH2:11][CH2:12][N:13]([c:16]3[c:17]([CH3:23])[cH:18][c:19]([CH3:22])[cH:20][cH:21]3)[CH2:14][CH2:15]2)[cH:6][cH:7]1.[O:26]1[C:27](=[O:31])[NH:28][CH2:29][CH2:30]1>>[c:2]1([N:28]2[C:27](=[O:31])[O:26][CH2:30][CH2:29]2)[cH:3][c:4]([O:24][CH3:25])[c:5]([C:8](=[O:9])[N:10]2[CH2:11][CH2:12][N:13]([c:16]3[c:17]([CH3:23])[cH:18][c:19]([CH3:22])[cH:20][cH:21]3)[CH2:14][CH2:15]2)[cH:6][cH:7]1. The reactants are [BH4-].[Na+] (sodium borohydride), alcohol, oily product, alcohol, C1(CCCC1)CC(/C=C/I)=O (4-cyclopentyl-1-iodo-trans-buten-3-one). Run in C1=CC=CC=C1 (benzene). The product is C1(CCCC1)CC(/C=C/I)O (4-cyclopentyl-1iodo-1-trans-buten-3-ol). As a reaction SMILES: [BH4-].[Na+].[CH:3]1([CH2:8][C:9](=[O:13])/[CH:10]=[CH:11]/[I:12])[CH2:7][CH2:6][CH2:5][CH2:4]1>C1C=CC=CC=1>[CH:3]1([CH2:8][CH:9]([OH:13])/[CH:10]=[CH:11]/[I:12])[CH2:7][CH2:6][CH2:5][CH2:4]1 |f:0.1|. Procedure details: To a solution of 7.1 g. of sodium borohydride in 60 ml. of absolute alcohol, stirred in an ice bath under nitrogen atmosphere, is added dropwise, over a period of about 2 hours, a solution containing 87 g. of 4-cyclopentyl-1-iodo-trans-buten-3-one (Example 178) in 160 ml. of absolute alcohol. The temperature is maintained at 5°-10° C. The solution is poured into 850 ml. of ice water and the resulting mixture is extracted three times with ether. The combined extracts are washed with dilute sodium... Solvent: C(C)#N (acetonitrile). Reactants: 89.2, FC1=CC=C(C=C1)C(O)(C1=CC=NC=C1)C1=CC=C(C=C1)F (α,α-bis(4-fluorophenyl)-4-pyridinemethanol), BrCC1=CC=CC=C1 ((bromomethyl)benzene). Reaction conditions: time 22 hour. The product is 139.5, [Br-].FC1=CC=C(C=C1)C(C1=CC=[N+](C=C1)CC1=CC=CC=C1)(O)C1=CC=C(C=C1)F (4-[bis(4-fluorophenyl)hydroxymethyl]-1-(phenylmethyl)pyridinium bromide). Yield: 99.2%. As a reaction SMILES: [F:1][C:2]1[CH:7]=[CH:6][C:5]([C:8]([C:16]2[CH:21]=[CH:20][C:19]([F:22])=[CH:18][CH:17]=2)([C:10]2[CH:15]=[CH:14][N:13]=[CH:12][CH:11]=2)[OH:9])=[CH:4][CH:3]=1.[Br:23][CH2:24][C:25]1[CH:30]=[CH:29][CH:28]=[CH:27][CH:26]=1>C(#N)C>[Br-:23].[F:1][C:2]1[CH:7]=[CH:6][C:5]([C:8]([C:16]2[CH:21]=[CH:20][C:19]([F:22])=[CH:18][CH:17]=2)([OH:9])[C:10]2[CH:11]=[CH:12][N+:13]([CH2:24][C:25]3[CH:30]=[CH:29][CH:28]=[CH:27][CH:26]=3)=[CH:14][CH:15]=2)=[CH:4][CH:3]=1 |f:3.4|. Procedure details: To a stirred mixture of 89.2 parts of α,α-bis(4-fluorophenyl)-4-pyridinemethanol and 720 parts of acetonitrile were added dropwise 56.5 parts of (bromomethyl)benzene at reflux temperature. Upon completion, stirring was continued for 22 hours at reflux. The reaction mixture was allowed to stand over week-end at room temperature. The product was filtered off and set aside. The filtrate was concentrated to a volume of 50 parts. The product was allowed to crystallize. It was filtered off and washed,... Starting materials: CC1=NC2=CC=CC=C2C1(C)C (2,3,3-trimethylindole), CO (methanol), [N+](=O)([O-])[O-].[Na+] (Sodium nitrate), [OH-].[Na+] (sodium hydroxide). The solvent is S(O)(O)(=O)=O (sulphuric acid), S(O)(O)(=O)=O (sulphuric acid). Reaction conditions: temperature 2.5 celsius, time 90 minute. Product: [N+](=O)([O-])C=1C=C2C(C(=NC2=CC1)C)(C)C (5-Nitro-2,3,3-trimethylindole). The yield is 60.0%. As a reaction SMILES: [N+:1]([O-:4])([O-])=[O:2].[Na+].[CH3:6][C:7]1[C:15]([CH3:17])([CH3:16])[C:14]2[C:9](=[CH:10][CH:11]=[CH:12][CH:13]=2)[N:8]=1.[OH-].[Na+].CO>S(=O)(=O)(O)O>[N+:1]([C:12]1[CH:13]=[C:14]2[C:9](=[CH:10][CH:11]=1)[N:8]=[C:7]([CH3:6])[C:15]2([CH3:17])[CH3:16])([O-:4])=[O:2] |f:0.1,3.4|. Procedure: Sodium nitrate (3.84 g, 45.2 mmol) was dissolved in concentrated sulphuric acid (100 ml). After cooling in ice, this solution was added to a solution of 2,3,3-trimethylindole (6.65 g, 41 .8 mmol) in concentrated sulphuric acid (100 ml) such that the temperature was maintained in the range 0-5° C. The reaction was stirred at 0-5° C. for 90 minutes after completing the addition, then allowed to warm to room temperature and stirred for a further 16 hours. The mixture was poured onto ice (200 g) the... Starting materials: [N-]=C=O (isocyanate), NC=1C(=C(C=C(C1)C(C)(C)C)NS(=O)(=O)C)OC (N-(3-Amino-5-tert-butyl-2-methoxy-phenyl)-methanesulfonamide), C(=O)(O)[O-].[Na+] (NaHCO3), C(=O)(Cl)Cl (phosgene), NC1=CC=C(C2=CC=CC=C12)N1C=CC=2C=NC=CC21 (1-(4-aminonaphthalen-1-yl)pyrrolo[3,2-c]pyridine). Run in ClCCl (dichloromethane), C1CCOC1 (THF). Reaction conditions: temperature 0 celsius. Yields the product C(C)(C)(C)C=1C=C(C(=C(C1)NS(=O)(=O)C)OC)NC(=O)NC1=CC=C(C2=CC=CC=C12)N1C=CC=2C=NC=CC21 (N-{5-tert-butyl-2-methoxy-3-[3-(4-pyrrolo[3,2-c]pyridin-1-yl-naphthalen-1-yl)-ureido]-phenyl}-methanesulfonamide). RXN SMILES: [NH2:1][C:2]1[C:3]([O:17][CH3:18])=[C:4]([NH:12][S:13]([CH3:16])(=[O:15])=[O:14])[CH:5]=[C:6]([C:8]([CH3:11])([CH3:10])[CH3:9])[CH:7]=1.[C:19]([O-:22])(O)=O.[Na+].C(Cl)(Cl)=O.[N-]=C=O.[NH2:31][C:32]1[C:41]2[C:36](=[CH:37][CH:38]=[CH:39][CH:40]=2)[C:35]([N:42]2[C:50]3[CH:49]=[CH:48][N:47]=[CH:46][C:45]=3[CH:44]=[CH:43]2)=[CH:34][CH:33]=1>ClCCl.C1COCC1>[C:8]([C:6]1[CH:7]=[C:2]([NH:1][C:19]([NH:31][C:32]2[C:41]3[C:36](=[CH:37][CH:38]=[CH:39][CH:40]=3)[C:35]([N:42]3[C:50]4[CH:49]=[CH:48][N:47]=[CH:46][C:45]=4[CH:44]=[CH:43]3)=[CH:34][CH:33]=2)=[O:22])[C:3]([O:17][CH3:18])=[C:4]([NH:12][S:13]([CH3:16])(=[O:15])=[O:14])[CH:5]=1)([CH3:10])([CH3:11])[CH3:9] |f:1.2|. Procedure details: N-(3-Amino-5-tert-butyl-2-methoxy-phenyl)-methanesulfonamide (75 mg, 0.266 mmol, 1 equiv.) was dissolved in 20 mL dichloromethane and 20 mL of saturated aqueous NaHCO3 solution was added. The biphasic mixture was cooled to 0° C. and phosgene (˜2 M solution in toluene, 0.44 mL) was added to the organic layer via syringe in one portion without stirring. The mixture was then stirred vigorously for 10 min, then the layers were separated. The aqueous layer was extracted once with dichloromethane and ... The reactants are ice water, O1C(CCCC1)OCCC#CCO (5-[(tetrahydro-2H-pyran-2-yl)oxy]-2-pentyn-1-ol), C1(=CC=C(C=C1)S(=O)(=O)Cl)C (p-toluenesulphonyl chloride), [OH-].[K+] (KOH). Run in CCOCC (ether). Conditions: time 45 minute. The product is C1(=CC=C(C=C1)S(=O)(=O)OCC#CCCOC1OCCCC1)C (5-[(tetrahydro-2H-pyran-2-yl)oxy]-2-pentyn- 1-yl p-toluenesulphonate). Yield: 99.1%. Reaction SMILES: [O:1]1[CH2:6][CH2:5][CH2:4][CH2:3][CH:2]1[O:7][CH2:8][CH2:9][C:10]#[C:11][CH2:12][OH:13].[C:14]1([CH3:24])[CH:19]=[CH:18][C:17]([S:20](Cl)(=[O:22])=[O:21])=[CH:16][CH:15]=1.[OH-].[K+]>CCOCC>[C:14]1([CH3:24])[CH:19]=[CH:18][C:17]([S:20]([O:13][CH2:12][C:11]#[C:10][CH2:9][CH2:8][O:7][CH:2]2[CH2:3][CH2:4][CH2:5][CH2:6][O:1]2)(=[O:22])=[O:21])=[CH:16][CH:15]=1 |f:2.3|. Procedure: A solution of alcohol 8 (6.16 g, 33.5 mmol) and p-toluenesulphonyl chloride (7.36 g, 38.5 mmol) in dry ether (80 mL) was cooled to -10°. Powdered KOH (25 g, 446 mmol) was added in 5 g portions over 20 min. The resulting suspension was stirred at 0° for 45 min, poured into ice-water (200 mL) and extracted with ether (3×100 mL). The combined ether solutions were washed with brine, dried (MgSO4), and concentrated in vacuo. Final traces of solvent were removed by pumping for 6 hr at 0.1 mmHg, yieldi... Starting materials: CC1(OC12CC=C(CC2)C)C (2,2,6-trimethyl-1-oxaspiro(2.5)oct-5-ene), S(O)(O)(=O)=O (sulfuric acid). Conditions: time 20 hour. Product: OC(C)(C)C1(CC=C(CC1)C)O ((±)-1-(1-hydroxy-1-methylethyl)-4-methyl-3-cyclohexen-1-ol). As a reaction SMILES: [CH3:1][C:2]1([CH3:11])[C:4]2([CH2:9][CH2:8][C:7]([CH3:10])=[CH:6][CH2:5]2)[O:3]1.S(=O)(=O)(O)[OH:13]>>[OH:13][C:2]([C:4]1([OH:3])[CH2:9][CH2:8][C:7]([CH3:10])=[CH:6][CH2:5]1)([CH3:11])[CH3:1]. Procedure: A mixture of 26.0 g of 2,2,6-trimethyl-1-oxaspiro(2.5)oct-5-ene and 250 ml of 1% sulfuric acid was stirred magnetically for 20 hours, then extracted with four 100 ml portions of methylene chloride. The combined methylene chloride extracts was washed, dried, concentrated and Claisen-distilled to give 22.4 g of the desired product, b.p. 78°-81° C. (0.15 mm). Yields the product FC1=CC2=C(N=C(S2)C2=CC(=NN2C2=CC=C(C=C2)S(=O)(=O)N)C(F)F)C=C1 (4-[5-(6-fluorobenzothiazol-2-yl)-3-difluoromethyl-1H-pyrazol-1-yl]benzenesulfonamide). The yield is 57.0%. Procedure details: The procedure of Example 9 was repeated using 1-(6-fluorobenzothiazol-2-yl)-4,4-difluorobutane-1,3-dione and 4-sulfamoylphenylhydrazine hydrochloride as the starting materials to obtain 4-[5-(6-fluorobenzothiazol-2-yl)-3-difluoromethyl-1H-pyrazol-1-yl]benzenesulfonamide (yield, 57%). NMR(DMSO-d6) δ:7.22 (1H, t, J=54.1 Hz), 7.39-7.47 (1H, m), 7.53 (1H, s), 7.56 (2H, brs), 7.75-7.80 (2H, m), 7.93-8.00 (3H, m), 8.09-8.13 (1H, m); mp 255° C. (ethanol-water) The reactants are FC1=CC2=C(N=C(S2)C(CC(C(F)F)=O)=O)C=C1 (1-(6-fluorobenzothiazol-2-yl)-4,4-difluorobutane-1,3-dione), Cl.S(N)(=O)(=O)C1=CC=C(C=C1)NN (4-sulfamoylphenylhydrazine hydrochloride). RXN SMILES: [F:1][C:2]1[CH:18]=[CH:17][C:5]2[N:6]=[C:7]([C:9](=O)[CH2:10][C:11](=O)[CH:12]([F:14])[F:13])[S:8][C:4]=2[CH:3]=1.Cl.[S:20]([C:24]1[CH:29]=[CH:28][C:27]([NH:30][NH2:31])=[CH:26][CH:25]=1)(=[O:23])(=[O:22])[NH2:21]>>[F:1][C:2]1[CH:18]=[CH:17][C:5]2[N:6]=[C:7]([C:9]3[N:30]([C:27]4[CH:26]=[CH:25][C:24]([S:20]([NH2:21])(=[O:23])=[O:22])=[CH:29][CH:28]=4)[N:31]=[C:11]([CH:12]([F:14])[F:13])[CH:10]=3)[S:8][C:4]=2[CH:3]=1 |f:1.2|.